From a dataset of the Open Reaction Database (ORD), a public repository of structured organic reaction records. describe an organic reaction: reactants, conditions, products, and yield Reactants: NC1=C(C=CC=C1O)C (2-Amino-m-cresol), BrC=1C=C(C(=O)Cl)C=CC1Cl (3-Bromo-4-chloro-benzoyl chloride), C(=O)(O)[O-].[Na+] (NaHCO3). Run in C(C)#N (acetonitrile), O (water). Reaction conditions: time 3 hour. Yields the product BrC=1C=C(C(=O)NC2=C(C=CC=C2C)O)C=CC1Cl (3-bromo-4-chloro-N-(2-hydroxy-6-methyl-phenyl)-benzamide). Isolated yield 82.9%. RXN SMILES: [NH2:1][C:2]1[C:7]([OH:8])=[CH:6][CH:5]=[CH:4][C:3]=1[CH3:9].C([O-])(O)=O.[Na+].[Br:15][C:16]1[CH:17]=[C:18]([CH:22]=[CH:23][C:24]=1[Cl:25])[C:19](Cl)=[O:20]>C(#N)C.O>[Br:15][C:16]1[CH:17]=[C:18]([CH:22]=[CH:23][C:24]=1[Cl:25])[C:19]([NH:1][C:2]1[C:3]([CH3:9])=[CH:4][CH:5]=[CH:6][C:7]=1[OH:8])=[O:20] |f:1.2|. Procedure: 2-Amino-m-cresol (4.9 g, 40 mmol) was dissolved in a mixture of acetonitrile (90 mL) and water (80 mL) containing NaHCO3 (6.7 g, 80 mmol) with vigorous stirring. 3-Bromo-4-chloro-benzoyl chloride (10.1 g, 40 mmol, Step 2A) was added in several portions and the mixture was stirred at room temperature for 3 hrs. The resulting precipitates were filtered, washed with water and tert-butyl methyl ether, then dried to yield 3-bromo-4-chloro-N-(2-hydroxy-6-methyl-phenyl)-benzamide (11.3 g). MS (M+H)+: 3... The solvent is CCO (EtOH). Yields the product OC1=CC(NC=C1C1=CC=CC=C1)=O (4-hydroxy-5-phenylpyridin-2(1H)-one). The reactants are ClC1=C(C(=CC(N1)=O)O)C1=CC=CC=C1 (6-chloro-4-hydroxy-5-phenylpyridin-2(1H)-one). Run at temperature 60 celsius. Yield: 58.0%. As a reaction SMILES: Cl[C:2]1[NH:7][C:6](=[O:8])[CH:5]=[C:4]([OH:9])[C:3]=1[C:10]1[CH:15]=[CH:14][CH:13]=[CH:12][CH:11]=1>[Pd].CCO>[OH:9][C:4]1[C:3]([C:10]2[CH:11]=[CH:12][CH:13]=[CH:14][CH:15]=2)=[CH:2][NH:7][C:6](=[O:8])[CH:5]=1. Reagents/catalysts: [Pd] (palladium on carbon). Procedure: A suspension of palladium on carbon (480 mg, 50 wt % wet, 0.451 mmol) and 6-chloro-4-hydroxy-5-phenylpyridin-2(1H)-one (1000 mg, 4.51 mmol) in EtOH (40 mL) was placed under a hydrogen balloon and stirred at 60° C. After stirring under hydrogen for 30 h, the mixture was filtered while hot through a pad of CELITE® 545 filter aid and rinsed with hot ethanol. The filtrate was concentrated to give 490 mg crude product as a yellow solid. MS (ESI) 188 (M+H). Reactants: C(C)(C)(C)OC(=O)CON1C(C=2C(C1=O)=CC=CC2)=O (N-(t-butoxy carbonylmethoxy) phthalimide), C(C)(C)(C)OC(=O)CON1C(C=2C(C1=O)=CC=CC2)=O (N-(t-butoxy carbonylmethoxy) phthalimide), FC(C(=O)O)(F)F (trifluoro acetic acid). The solvent is C(Cl)Cl (methylene chloride). The product is C1(C=2C(C(N1)=O)=CC=CC2)=O (phthalimide). Reaction SMILES: C(OC(CO[N:10]1[C:14](=[O:15])[C:13]2=[CH:16][CH:17]=[CH:18][CH:19]=[C:12]2[C:11]1=[O:20])=O)(C)(C)C.FC(F)(F)C(O)=O>C(Cl)Cl>[C:14]1(=[O:15])[NH:10][C:11](=[O:20])[C:12]2=[CH:19][CH:18]=[CH:17][CH:16]=[C:13]12. Reported procedure: To a solution of 2.77 g of N-(t-butoxy carbonylmethoxy) phthalimide (Compound (13)) in 10 ml of anhydrous methylene chloride was added dropwise 1.37 g of trifluoro acetic acid, and the mixture was followed by stirring at room temperature over night. After the reaction was completed, the resultant was filtrated to give 520 mg of N-(corboxy methoxy) phthalimide (Compound (11)) in the form of white crystals.